This data is from the Open Reaction Database (ORD), a public repository of structured organic reaction records. The task is: describe an organic reaction: reactants, conditions, products, and yield The reactants are FC(CCCCCC/C=C/[C@@H]([C@](C(=O)OC(C)(C)C)(CCOC)O)C(=O)N1C(SC([C@@H]1C(C)C)(C1=CC=CC=C1)C1=CC=CC=C1)=O)(CCCCCCC)F (tert-Butyl (E)-(2S,3S)-12,12-difluoro-2-hydroxy-3-((S)-4-isopropyl-2-oxo-5,5-diphenyl-thiazolidine-3-carbonyl)-2-(2-methoxy-ethyl)-nonadec-4-enoate), B6, N[C@H](C(=O)OC)CC1=CC=C(C=C1)OCC#CC (methyl (S)-2-amino-3-(4-but-2-ynyloxy-phenyl)-propionate). Solvent: ClCCl (dichloromethane). Run at temperature 45 celsius, time 4 day. Yields the product C(C#CC)OC1=CC=C(C=C1)C[C@@H](C(=O)OC)NC(=O)[C@H]([C@](C(=O)OC(C)(C)C)(CCOC)O)\C=C\CCCCCCC(CCCCCCC)(F)F (tert-butyl (E)-(2S,3S)-3-[(S)-2-(4-but-2-ynyloxy-phenyl)-1-methoxycarbonyl-ethylcarbamoyl]-12,12-difluoro-2-hydroxy-2-(2-methoxy-ethyl)-nonadec-4-enoate). Yield: 80.0%. As a reaction SMILES: [F:1][C:2]([F:55])([CH2:48][CH2:49][CH2:50][CH2:51][CH2:52][CH2:53][CH3:54])[CH2:3][CH2:4][CH2:5][CH2:6][CH2:7][CH2:8]/[CH:9]=[CH:10]/[C@H:11]([C:25](N1[C@@H](C(C)C)C(C2C=CC=CC=2)(C2C=CC=CC=2)SC1=O)=[O:26])[C@@:12]([OH:24])([CH2:20][CH2:21][O:22][CH3:23])[C:13]([O:15][C:16]([CH3:19])([CH3:18])[CH3:17])=[O:14].[NH2:56][C@@H:57]([CH2:62][C:63]1[CH:68]=[CH:67][C:66]([O:69][CH2:70][C:71]#[C:72][CH3:73])=[CH:65][CH:64]=1)[C:58]([O:60][CH3:61])=[O:59]>ClCCl>[CH2:70]([O:69][C:66]1[CH:65]=[CH:64][C:63]([CH2:62][C@H:57]([NH:56][C:25]([C@@H:11](/[CH:10]=[CH:9]/[CH2:8][CH2:7][CH2:6][CH2:5][CH2:4][CH2:3][C:2]([F:1])([F:55])[CH2:48][CH2:49][CH2:50][CH2:51][CH2:52][CH2:53][CH3:54])[C@@:12]([OH:24])([CH2:20][CH2:21][O:22][CH3:23])[C:13]([O:15][C:16]([CH3:19])([CH3:18])[CH3:17])=[O:14])=[O:26])[C:58]([O:60][CH3:61])=[O:59])=[CH:68][CH:67]=1)[C:71]#[C:72][CH3:73]. Reported procedure: tert-Butyl (E)-(2S,3S)-12,12-difluoro-2-hydroxy-3-((S)-4-isopropyl-2-oxo-5,5-diphenyl-thiazolidine-3-carbonyl)-2-(2-methoxy-ethyl)-nonadec-4-enoate (No. 5552816; 38.8 mg, 0.0494 mmol) synthesized in Steps B1 to B6 and methyl (S)-2-amino-3-(4-but-2-ynyloxy-phenyl)-propionate (18.3 mg, 0.074 mmol) were dissolved in dichloromethane, and the solvent was distilled off under reduced pressure. The obtained mixture was stirred at 45° C. for 4 days, cooled to room temperature, and then extracted by addin... As a reaction SMILES: [C:1](N1C=CN=C1)(N1C=CN=C1)=[O:2].[N+:13]([C:16]1[CH:21]=[CH:20][C:19]([CH:22]([CH2:26][CH3:27])C(O)=O)=[CH:18][CH:17]=1)([O-:15])=[O:14].[CH:28]1[CH:33]=[CH:32][C:31]([NH:34][C:35]2[CH:40]=[CH:39][C:38]([OH:41])=[CH:37][CH:36]=2)=[CH:30][CH:29]=1.CO>C(Cl)Cl>[N+:13]([C:16]1[CH:17]=[CH:18][C:19]([CH2:22][CH2:26][CH2:27][C:1]([O:41][C:38]2[CH:39]=[CH:40][C:35]([NH:34][C:31]3[CH:30]=[CH:29][CH:28]=[CH:33][CH:32]=3)=[CH:36][CH:37]=2)=[O:2])=[CH:20][CH:21]=1)([O-:15])=[O:14]. Solvent: C(Cl)Cl (CH2Cl2). The product is [N+](=O)([O-])C1=CC=C(C=C1)CCCC(=O)OC1=CC=C(C=C1)NC1=CC=CC=C1 (4-anilinophenyl 4-(4-nitrophenyl)butanoate). Reported procedure: 0.98 g (6.02 mmol) of 1,1′-carbonyldiimidazole is slowly added at 20° C. to a solution of 1.25 g (5.96 mmol) of 4-nitrophenylbutyric acid in 25 ml CH2Cl2. The reaction mixture is agitated for 30 minutes before the addition of 1 g (5.42 mmol) of 4-hydroxydiphenylamine. After agitation for 3 hours, the reaction is stopped by the addition of 3 ml of MeOH and the solvent is evaporated under vacuum. The evaporation residue is purified on a silica column (eluent: Heptane/AcOEt: 100/0 to 80/20). A yell... Conditions: time 3 hour. Starting materials: CO (MeOH), C(=O)(N1C=NC=C1)N1C=NC=C1 (1,1′-carbonyldiimidazole), [N+](=O)([O-])C1=CC=C(C=C1)C(C(=O)O)CC (4-nitrophenylbutyric acid), C1=CC=C(C=C1)NC2=CC=C(C=C2)O (4-hydroxydiphenylamine). Yield: 89.0%. Starting materials: IC1=CC2=C(C=C1)C1C(CN(CC1)C(=O)OC(C)(C)C)O2 (tert-butyl 7-iodo-3,4,4a,9a-tetrahydro[1]benzofuro[2,3-c]pyridine-2(1H)-carboxylate), OC1=CC2=C(C=C1)C1(C(CN(CC1)C(=O)OC(C)(C)C)O2)C (tert-butyl 7-hydroxy-4a-methyl-3,4,4a,9a-tetrahydro[1]benzofuro[2,3-c]pyridine-2(1H)-carboxylate), M-tBu. Yields the product IC1=CC2=C(C=C1)C1(C(CN(CC1)C(=O)OC(C)(C)C)O2)C (Tert-butyl 7-iodo-4a-methyl-3,4,4a,9a-tetrahydro[1]benzofuro[2,3-c]pyridine-2(1H)-carboxylate). Reaction SMILES: [I:1][C:2]1[CH:7]=[CH:6][C:5]2[CH:8]3[CH2:13][CH2:12][N:11]([C:14]([O:16][C:17]([CH3:20])([CH3:19])[CH3:18])=[O:15])[CH2:10][CH:9]3[O:21][C:4]=2[CH:3]=1.O[C:23]1C=CC2C3(C)CCN(C(OC(C)(C)C)=O)CC3OC=2C=1>>[I:1][C:2]1[CH:7]=[CH:6][C:5]2[C:8]3([CH3:23])[CH2:13][CH2:12][N:11]([C:14]([O:16][C:17]([CH3:18])([CH3:20])[CH3:19])=[O:15])[CH2:10][CH:9]3[O:21][C:4]=2[CH:3]=1. Reported procedure: Synthesized as described for tert-butyl 7-iodo-3,4,4a,9a-tetrahydro[1]benzofuro[2,3-c]pyridine-2(1H)-carboxylate starting from tert-butyl 7-hydroxy-4a-methyl-3,4,4a,9a-tetrahydro[1]benzofuro[2,3-c]pyridine-2(1H)-carboxylate. MS m/z 360 [M-tBu+H]+ The reactants are C1(=CC=CC=C1)C(CN(CCCOC=1C(C(C=CC1)C(C(=O)OC)C)(C)C)CC1=C(C(=CC=C1)C(F)(F)F)Cl)C1=CC=CC=C1 (methyl N-(2,2-diphenylethyl)-N-(2-chloro-3-trifluoromethylbenzyl)-2,2-dimethyl-3-(3-aminopropoxy)phenylpropionate), Cl (HCl). The solvent is CO (MeOH), O (H2O), [OH-].[Na+] (NaOH), O (H2O). The product is C1(=CC=CC=C1)C(CN(CCCOC=1C(C(C=CC1)C(C(=O)O)C)(C)C)CC1=C(C(=CC=C1)C(F)(F)F)Cl)C1=CC=CC=C1 (N-(2,2-Diphenylethyl)-N-(2-chloro-3-trifluoromethylbenzyl)-2,2-dimethyl-3-(3-aminopropoxy)phenylpropionic acid). Isolated yield 92.0%. Reaction SMILES: [C:1]1([CH:7]([C:40]2[CH:45]=[CH:44][CH:43]=[CH:42][CH:41]=2)[CH2:8][N:9]([CH2:28][C:29]2[CH:34]=[CH:33][CH:32]=[C:31]([C:35]([F:38])([F:37])[F:36])[C:30]=2[Cl:39])[CH2:10][CH2:11][CH2:12][O:13][C:14]2[C:15]([CH3:27])([CH3:26])[CH:16]([CH:20]([CH3:25])[C:21]([O:23]C)=[O:22])[CH:17]=[CH:18][CH:19]=2)[CH:6]=[CH:5][CH:4]=[CH:3][CH:2]=1.Cl>CO.O.[OH-].[Na+]>[C:1]1([CH:7]([C:40]2[CH:41]=[CH:42][CH:43]=[CH:44][CH:45]=2)[CH2:8][N:9]([CH2:28][C:29]2[CH:34]=[CH:33][CH:32]=[C:31]([C:35]([F:36])([F:37])[F:38])[C:30]=2[Cl:39])[CH2:10][CH2:11][CH2:12][O:13][C:14]2[C:15]([CH3:26])([CH3:27])[CH:16]([CH:20]([CH3:25])[C:21]([OH:23])=[O:22])[CH:17]=[CH:18][CH:19]=2)[CH:6]=[CH:5][CH:4]=[CH:3][CH:2]=1 |f:4.5|. Procedure: A solution of methyl N-(2,2-diphenylethyl)-N-(2-chloro-3-trifluoromethylbenzyl)-2,2-dimethyl-3-(3-aminopropoxy)phenylpropionate (195 mg, 0.3 mmole) in 10 mL of MeOH, 1 mL of H2O and 2 mL 2.5N NaOH was refluxed for 5 hours. The reaction was cooled, diluted with H2O and acidified with 3N HCl to pH 5.1. The mixture was extracted with EtOAc, the extracts were washed with H2O, dried and evaporated, and gave the titled compound, 172 mg (92% yield). MS (ESI) 625 (MH+).